From a dataset of the Open Reaction Database (ORD), a public repository of structured organic reaction records. describe an organic reaction: reactants, conditions, products, and yield Starting materials: C(C1=CC=CC=C1)(=O)Cl (Benzoyl chloride), N[C@@H](C)C(=O)O (L-alanine), Cl (hydrochloric acid). Run in [OH-].[Na+] (sodium hydroxide), [OH-].[Na+] (sodium hydroxide). The product is C(C1=CC=CC=C1)(=O)N[C@@H](C)C(=O)O (N-benzoyl L-alanine). As a reaction SMILES: [NH2:1][C@H:2]([C:4]([OH:6])=[O:5])[CH3:3].[C:7](Cl)(=[O:14])[C:8]1[CH:13]=[CH:12][CH:11]=[CH:10][CH:9]=1.Cl>[OH-].[Na+]>[C:7]([NH:1][C@H:2]([C:4]([OH:6])=[O:5])[CH3:3])(=[O:14])[C:8]1[CH:13]=[CH:12][CH:11]=[CH:10][CH:9]=1 |f:3.4|. Procedure details: L-alanine (17.8 g., 0.2 mole) was dissolved in 2N-sodium hydroxide solution (120 ml.) with cooling to 0°-5° C. Benzoyl chloride (30.0 g., 0.22 mole), followed by 2N-sodium hydroxide (120 ml.), were then added to the solution in ten equal and alternate portions with vigorous intermittent shaking and ice cooling. The mixture was continually maintained at an alkaline pH. After completion of the addition, the mixture was shaken for 15 minutes at room-temperature. The clear solution obtained was acid... The reactants are FC1=C(C#N)C=C(C(=C1)F)F (2,4,5-trifluorobenzonitrile), C(C)C(C(=O)[O-])C(=O)[O-].[K+].[K+] (potassium ethylmalonate), ClCCCl (1,2-dichloroethane), Cl (hydrochloric acid). The reagents and catalysts are [Cl-].[Zn+2].[Cl-] (zinc chloride). Conditions: temperature 90 celsius. Product: FC1=C(C(=O)CC(=O)OCC)C=C(C(=C1)F)F (ethyl 2,4,5-trifluorobenzoylacetate). Isolated yield 80.0%. As a reaction SMILES: [F:1][C:2]1[CH:9]=[C:8]([F:10])[C:7]([F:11])=[CH:6][C:3]=1C#N.C([CH:14]([C:18]([O-:20])=O)[C:15]([O-:17])=[O:16])C.[K+].[K+].Cl.Cl[CH2:25][CH2:26]Cl>[Cl-].[Zn+2].[Cl-]>[F:1][C:2]1[CH:9]=[C:8]([F:10])[C:7]([F:11])=[CH:6][C:3]=1[C:18]([CH2:14][C:15]([O:17][CH2:25][CH3:26])=[O:16])=[O:20] |f:1.2.3,6.7.8|. Reported procedure: To 10 □ of 1,2-dichloroethane were added 1.0 g of 2,4,5-trifluorobenzonitrile, 0.43 g of zinc chloride, and 1.3 g of potassium ethylmalonate, and then the mixture was stirred at reflux. After the reaction was completed, 11 □ of 6 N hydrochloric acid was added to the mixture, which then was stirred at reflux at 90° C. for 1 hour. After confirming completion of the reaction by TLC, the solution was cooled to 20° C., and then an organic layer was separated therefrom. The organic layer was concentra... Reactants: O=C([O-])[O-], Cc1ccc(B2OC(C)(C)C(C)(C)O2)s1, COc1ccc(CN2Cc3c(F)c(NC4CCOCC4NC(=O)OC(C)(C)C)nc(Cl)c3C2=O)c(OC)c1, [Na+], [Na+], C1COCCO1. The product is COc1ccc(CN2Cc3c(F)c(NC4CCOCC4NC(=O)OC(C)(C)C)nc(-c4ccc(C)s4)c3C2=O)c(OC)c1. RXN SMILES: [C:60](=[O:61])([O-:62])[O-:63].[CH3:39][C:40]1([CH3:41])[C:42]([CH3:43])([CH3:44])[O:45][B:46]([c:47]2[s:48][c:49]([CH3:52])[cH:50][cH:51]2)[O:53]1.[Cl:1][c:2]1[n:3][c:4]([NH:24][CH:25]2[CH:26]([NH:31][C:32]([O:33][C:34]([CH3:35])([CH3:36])[CH3:37])=[O:38])[CH2:27][O:28][CH2:29][CH2:30]2)[c:5]([F:23])[c:6]2[c:7]1[C:8](=[O:22])[N:9]([CH2:11][c:12]1[c:13]([O:20][CH3:21])[cH:14][c:15]([O:18][CH3:19])[cH:16][cH:17]1)[CH2:10]2.[Na+:64].[Na+:65].[O:54]1[CH2:55][CH2:56][O:57][CH2:58][CH2:59]1>>[c:2]1(-[c:47]2[s:48][c:49]([CH3:52])[cH:50][cH:51]2)[n:3][c:4]([NH:24][CH:25]2[CH:26]([NH:31][C:32]([O:33][C:34]([CH3:35])([CH3:36])[CH3:37])=[O:38])[CH2:27][O:28][CH2:29][CH2:30]2)[c:5]([F:23])[c:6]2[c:7]1[C:8](=[O:22])[N:9]([CH2:11][c:12]1[c:13]([O:20][CH3:21])[cH:14][c:15]([O:18][CH3:19])[cH:16][cH:17]1)[CH2:10]2. The reactants are O=C(CBr)C1CC(=O)N(c2cccc(C(F)(F)F)c2)C1, O=C([O-])[O-], CCCn1c(=O)c2c(nc(-c3cn[nH]c3)n2COCC[Si](C)(C)C)n(CCC)c1=O, CC#N, [Cs+], [Cs+]. Reaction SMILES: [Br:31][CH2:32][C:33](=[O:34])[CH:35]1[CH2:36][C:37](=[O:50])[N:38]([c:40]2[cH:41][c:42]([C:46]([F:47])([F:48])[F:49])[cH:43][cH:44][cH:45]2)[CH2:39]1.[C:51](=[O:52])([O-:53])[O-:54].[CH2:1]([CH2:2][CH3:3])[n:4]1[c:5](=[O:30])[n:6]([CH2:27][CH2:28][CH3:29])[c:7]2[n:8][c:9](-[c:22]3[cH:23][n:24][nH:25][cH:26]3)[n:10]([CH2:14][O:15][CH2:16][CH2:17][Si:18]([CH3:19])([CH3:20])[CH3:21])[c:11]2[c:12]1=[O:13].[CH3:57][C:58]#[N:59].[Cs+:55].[Cs+:56]>>[CH2:1]([CH2:2][CH3:3])[n:4]1[c:5](=[O:30])[n:6]([CH2:27][CH2:28][CH3:29])[c:7]2[n:8][c:9](-[c:22]3[cH:23][n:24][n:25]([CH2:32][C:33](=[O:34])[CH:35]4[CH2:36][C:37](=[O:50])[N:38]([c:40]5[cH:41][c:42]([C:46]([F:47])([F:48])[F:49])[cH:43][cH:44][cH:45]5)[CH2:39]4)[cH:26]3)[n:10]([CH2:14][O:15][CH2:16][CH2:17][Si:18]([CH3:19])([CH3:20])[CH3:21])[c:11]2[c:12]1=[O:13]. Product: CCCn1c(=O)c2c(nc(-c3cnn(CC(=O)C4CC(=O)N(c5cccc(C(F)(F)F)c5)C4)c3)n2COCC[Si](C)(C)C)n(CCC)c1=O. The reactants are [Cl-].[Ca+2].[Cl-] (calcium chloride), C(C)ON=C(CC)C=1C(CC(CC1O)C1=CC=C(C=C1)NS(=O)(=O)C)=O (2-[1-(ethoxyimino)propyl]-5-(4-methanesulfonamidophenyl)-3-hydroxy-2-cyclohexen-1-one), aqueous solution, [OH-].[Na+] (sodium hydroxide). The solvent is aqueous solution. Yields the product C(C)ON=C(CC)C1=C(CC(CC1=O)C1=CC=C(C=C1)NS(=O)(=O)C)[O-].[Ca+2].C(C)ON=C(CC)C1=C(CC(CC1=O)C1=CC=C(C=C1)NS(=O)(=O)C)[O-] (Calcium 2-[1-(ethoxyimino)propyl]-5-(4-methanesulfonamidophenyl)-3-oxo-1-cyclohexenolate). As a reaction SMILES: [OH-].[Na+].[CH2:3]([O:5][N:6]=[C:7]([C:10]1[C:11](=[O:28])[CH2:12][CH:13]([C:17]2[CH:22]=[CH:21][C:20]([NH:23][S:24]([CH3:27])(=[O:26])=[O:25])=[CH:19][CH:18]=2)[CH2:14][C:15]=1[OH:16])[CH2:8][CH3:9])[CH3:4].[Cl-].[Ca+2:30].[Cl-]>>[CH2:3]([O:5][N:6]=[C:7]([C:10]1[C:11](=[O:28])[CH2:12][CH:13]([C:17]2[CH:22]=[CH:21][C:20]([NH:23][S:24]([CH3:27])(=[O:26])=[O:25])=[CH:19][CH:18]=2)[CH2:14][C:15]=1[O-:16])[CH2:8][CH3:9])[CH3:4].[Ca+2:30].[CH2:3]([O:5][N:6]=[C:7]([C:10]1[C:11](=[O:28])[CH2:12][CH:13]([C:17]2[CH:22]=[CH:21][C:20]([NH:23][S:24]([CH3:27])(=[O:26])=[O:25])=[CH:19][CH:18]=2)[CH2:14][C:15]=1[O-:16])[CH2:8][CH3:9])[CH3:4] |f:0.1,3.4.5,6.7.8|. Procedure: Into 20 ml of an aqueous solution containing 2% of sodium hydroxide was dissolved 1.9 g of 2-[1-(ethoxyimino)propyl]-5-(4-methanesulfonamidophenyl)-3-hydroxy-2-cyclohexen-1-one and to the solution was added 3 cc of an aqueous solution containing 10% of calcium chloride at room temperature. The water was removed under reduced pressure and the residue was dissolved in ethanol and an insoluble sodium chloride was separated with a filtering step. The ethanol was distilled off under reduced pressure ... The reactants are OC=1C=C2CCC(NC2=CC1)=O (6-hydroxy-3,4-dihydroquinolin-2(1H)-one), C([O-])([O-])=O.[K+].[K+] (potassium carbonate), BrCC(=O)OCC (ethyl bromoacetate). The solvent is CN(C)C=O (DMF). Run at time 2 hour. Product: O=C1NC2=CC=C(C=C2CC1)OCC(=O)OCC (ethyl 2-(2-oxo-1,2,3,4-tetrahydroquinolin-6-yloxy)acetate). Yield: 78.6%. Reaction SMILES: [OH:1][C:2]1[CH:3]=[C:4]2[C:9](=[CH:10][CH:11]=1)[NH:8][C:7](=[O:12])[CH2:6][CH2:5]2.C(=O)([O-])[O-].[K+].[K+].Br[CH2:20][C:21]([O:23][CH2:24][CH3:25])=[O:22]>CN(C=O)C>[O:12]=[C:7]1[CH2:6][CH2:5][C:4]2[C:9](=[CH:10][CH:11]=[C:2]([O:1][CH2:20][C:21]([O:23][CH2:24][CH3:25])=[O:22])[CH:3]=2)[NH:8]1 |f:1.2.3|. Procedure: To a stirred solution of 6-hydroxy-3,4-dihydroquinolin-2(1H)-one (2.5 g, 15.3 mmol) in dry DMF (10 ml) was added potassium carbonate (4.2 g, 30.3 mmol) and ethyl bromoacetate (2.4 g, 14.3 mmol). The reaction was stirred at room temperature for 2 h. Completion of the reaction was monitored by TLC. Solvent was removed under vacuum. The residue was dissolved in ethyl acetate (150 mL), washed with water (20 mL), brine (20 mL), and dried over sodium sulfate. The organic layer was concentrated under v... Reactants: COc1cc2c(cc1OC)C(Cc1ccc(Br)cc1)N(C(=O)OC(C)(C)C)CC2, O=C([O-])[O-], COc1cc2c(cc1OC)C(Cc1ccc(-c3ccncc3OC)cc1)NCC2, COc1cnccc1B(O)O, Cl, [Na+], [Na+], CC(=O)[O-], CC(=O)[O-], [Pd+2], c1ccc(P(c2ccccc2)c2ccccc2)cc1. Product: COc1cc2c(cc1OC)C(Cc1ccc(-c3ccncc3OC)cc1)N(C(=O)OC(C)(C)C)CC2. RXN SMILES: [C:31]([CH3:32])([CH3:33])([CH3:34])[O:35][C:36](=[O:37])[N:38]1[CH2:39][CH2:40][c:41]2[c:42]([cH:43][c:44]([O:45][CH3:46])[c:47]([O:48][CH3:49])[cH:50]2)[CH:51]1[CH2:52][c:53]1[cH:54][cH:55][c:56]([Br:57])[cH:58][cH:59]1.[C:90](=[O:91])([O-:92])[O-:93].[CH3:2][O:3][c:4]1[cH:5][c:6]2[c:11]([cH:12][c:13]1[O:14][CH3:15])[CH:10]([CH2:16][c:17]1[cH:18][cH:19][c:20](-[c:23]3[c:24]([O:29][CH3:30])[cH:25][n:26][cH:27][cH:28]3)[cH:21][cH:22]1)[NH:9][CH2:8][CH2:7]2.[CH3:60][O:61][c:62]1[cH:63][n:64][cH:65][cH:66][c:67]1[B:68]([OH:69])[OH:70].[ClH:1].[Na+:94].[Na+:95].[O-:101][C:102]([CH3:103])=[O:104].[O-:97][C:98]([CH3:99])=[O:100].[Pd+2:96].[c:71]1([P:72]([c:73]2[cH:74][cH:75][cH:76][cH:77][cH:78]2)[c:79]2[cH:80][cH:81][cH:82][cH:83][cH:84]2)[cH:85][cH:86][cH:87][cH:88][cH:89]1>>[CH3:2][O:3][c:4]1[cH:5][c:6]2[c:11]([cH:12][c:13]1[O:14][CH3:15])[CH:10]([CH2:16][c:17]1[cH:18][cH:19][c:20](-[c:23]3[c:24]([O:29][CH3:30])[cH:25][n:26][cH:27][cH:28]3)[cH:21][cH:22]1)[N:9]([C:36]([O:35][C:31]([CH3:32])([CH3:33])[CH3:34])=[O:37])[CH2:8][CH2:7]2.